From a dataset of the Open Reaction Database (ORD), a public repository of structured organic reaction records. describe an organic reaction: reactants, conditions, products, and yield Starting materials: CS(=O)(=O)[O-].C(C=C)[C@@]1(C2=[N+]([C@@H]([C@H](C1)C1=CC(=CC=C1)Cl)C1=CC=C(C=C1)Cl)[C@H](CO2)C2CC2)C ((3S,5S,6R,8S)-8-Allyl-6-(3-chlorophenyl)-5-(4-chlorophenyl)-3-cyclopropyl-8-methyl-2,3,5,6,7,8-hexahydrooxazolo[3,2-a]pyridin-4-ium methanesulfonate), S.[Na] (sodium hydrogensulfide). Solvent: CN(C)C=O (DMF). Reaction conditions: time 8 hour. Product: C(C=C)[C@@]1(C(N([C@@H]([C@H](C1)C1=CC(=CC=C1)Cl)C1=CC=C(C=C1)Cl)[C@H](CS)C1CC1)=O)C ((3S,5R,6S)-3-allyl-5-(3-chlorophenyl)-6-(4-chlorophenyl)-1-((S)-1-cyclopropyl-2-mercaptoethyl)-3-methylpiperidin-2-one). RXN SMILES: [CH3:1][S:2]([O-])(=O)=O.[CH2:6]([C@@:9]1([CH3:35])[CH2:14][C@H:13]([C:15]2[CH:20]=[CH:19][CH:18]=[C:17]([Cl:21])[CH:16]=2)[C@@H:12]([C:22]2[CH:27]=[CH:26][C:25]([Cl:28])=[CH:24][CH:23]=2)[N+:11]2[C@@H:29]([CH:32]3[CH2:34][CH2:33]3)C[O:31][C:10]1=2)[CH:7]=[CH2:8].S.[Na]>CN(C=O)C>[CH2:6]([C@@:9]1([CH3:35])[CH2:14][C@H:13]([C:15]2[CH:20]=[CH:19][CH:18]=[C:17]([Cl:21])[CH:16]=2)[C@@H:12]([C:22]2[CH:27]=[CH:26][C:25]([Cl:28])=[CH:24][CH:23]=2)[N:11]([C@@H:29]([CH:32]2[CH2:34][CH2:33]2)[CH2:1][SH:2])[C:10]1=[O:31])[CH:7]=[CH2:8] |f:0.1,2.3,^1:36|. Procedure details: To a solution of (3S,5S,6R,8S)-8-allyl-6-(3-chlorophenyl)-5-(4-chlorophenyl)-3-cyclopropyl-8-methyl-2,3,5,6,7,8-hexahydrooxazolo[3,2-a]pyridin-4-ium methanesulfonate (370 mg; Example 349, Step A) in DMF (1.6 mL) was added sodium hydrogensulfide (105 mg, 1.88 mmol). After being stirred at rt overnight, the reaction was quenched (sat. aq. NH4Cl solution), extracted (2×EtOAc) and the combined organics were washed with brine (3×). The combined organic layers were dried (Na2SO4) and concentrated unde... Reactants: CC\C(\C1=CC=C(O)C=C1)=C(/C1=CC=C(O)C=C1)\CC (diethylstilbestrol), O (water), [N+](=O)(O)[O-] (nitric acid). The solvent is C(C)(=O)O (acetic acid). Reaction conditions: temperature 5 celsius, time 5 hour. The product is OC1=C(C=C(C=C1)C(CC)=C(CC)C1=CC=C(C=C1)O)[N+](=O)[O-] (3-(4-hydroxy-3-nitrophenyl)-4-(4-hydroxyphenyl)-3-hexene). Yield: 18.8%. As a reaction SMILES: [CH3:1][CH2:2]/[C:3](=[C:11](/[CH2:19][CH3:20])\[C:12]1[CH:18]=[CH:17][C:15]([OH:16])=[CH:14][CH:13]=1)/[C:4]1[CH:10]=[CH:9][C:7]([OH:8])=[CH:6][CH:5]=1.O.[N+:22]([O-])([OH:24])=[O:23]>C(O)(=O)C>[OH:16][C:15]1[CH:14]=[CH:13][C:12]([C:11](=[C:3]([C:4]2[CH:10]=[CH:9][C:7]([OH:8])=[CH:6][CH:5]=2)[CH2:2][CH3:1])[CH2:19][CH3:20])=[CH:18][C:17]=1[N+:22]([O-:24])=[O:23]. Procedure details: Under a nitrogen atmosphere, a suspension of diethylstilbestrol (1.0 g) in acetic acid (160 ml)-water (16 ml) was cooled to 5° C., and 70% nitric acid (0.34 g) was added dropwise thereto. Then, the resulting mixture was heated to 20° C. and stirred for 5 hours. The solvent was distilled off under reduced pressure and an aqueous sodium hydrogencarbonate solution was added to the residue, followed by two runs of extraction with ethyl acetate (150 ml). The combined organic layer was washed with wat...